Dataset: the Open Reaction Database (ORD), a public repository of structured organic reaction records. Task: describe an organic reaction: reactants, conditions, products, and yield Reactants: BrC1=CC=2C3=C(C=NC2C=C1)N(C(N3C=3C(=NN(C3)C(C)C)C)=O)C (8-bromo-1-(1-isopropyl-3-methyl-1H-pyrazol-4-yl)-3-methyl-1,3-dihydro-imidazo[4,5-c]quinolin-2-one), BrC1=CC=2C3=C(C=NC2C=C1)N(C(N3C=3C(=NN(C3)C(C)C)C)=O)C (8-bromo-1-(1-isopropyl-3-methyl-1H-pyrazol-4-yl)-3-methyl-1,3-dihydro-imidazo[4,5-c]quinolin-2-one), FC1=NC=C(C=C1N(C)C)B1OC(C(O1)(C)C)(C)C ([2-fluoro-5-(4,4,5,5-tetramethyl-[1,3,2]dioxaborolan-2-yl)-pyridin-3-yl]-dimethyl-amine). Product: CN(C=1C=C(C=NC1F)C1=CC=2C3=C(C=NC2C=C1)N(C(N3C=3C(=NN(C3)C)C)=O)C)C (8-(5-Dimethylamino-6-fluoro-pyridin-3-yl)-1-(1,3-dimethyl-1H-pyrazol-4-yl)-3-methyl-1,3-dihydro-imidazo[4,5-c]quinolin-2-one). Reaction SMILES: Br[C:2]1[CH:11]=[CH:10][C:9]2[N:8]=[CH:7][C:6]3[N:12]([CH3:25])[C:13](=[O:24])[N:14]([C:15]4[C:16]([CH3:23])=[N:17][N:18]([CH:20](C)C)[CH:19]=4)[C:5]=3[C:4]=2[CH:3]=1.[F:26][C:27]1[C:32]([N:33]([CH3:35])[CH3:34])=[CH:31][C:30](B2OC(C)(C)C(C)(C)O2)=[CH:29][N:28]=1>>[CH3:35][N:33]([CH3:34])[C:32]1[CH:31]=[C:30]([C:2]2[CH:11]=[CH:10][C:9]3[N:8]=[CH:7][C:6]4[N:12]([CH3:25])[C:13](=[O:24])[N:14]([C:15]5[C:16]([CH3:23])=[N:17][N:18]([CH3:20])[CH:19]=5)[C:5]=4[C:4]=3[CH:3]=2)[CH:29]=[N:28][C:27]=1[F:26]. Reported procedure: The title compound was synthesized in a similar manner as described for Example 1.1 using 8-bromo-1-(1-isopropyl-3-methyl-1H-pyrazol-4-yl)-3-methyl-1,3-dihydro-imidazo[4,5-c]quinolin-2-one (Intermediate G, 0.098 mmol) and [2-fluoro-5-(4,4,5,5-tetramethyl-[1,3,2]dioxaborolan-2-yl)-pyridin-3-yl]-dimethyl-amine (stage 151.1.1) to give the title compound as a yellow foam. (HPLC: tR 2.59 min (Method A); M+H=432 MS-ES; 1H-NMR (d6-DMSO, 400 MHz) 8.98 (s, 1H), 8.13-8.08 (m, 2H), 7.99-7.94 (m, 1H), 7.80-... Starting materials: compound, C(O)([O-])=O.[Na+] (sodium hydrogencarbonate), solution, B(Br)(Br)Br (boron tribromide), ClC1=CC=C(CC=2N=C(C3=C(N2)OC(=N3)C3=CC(=C(C(=C3)C)OC)C)OCCC)C=C1 (5-(4-chloro-benzyl)-2-(4-methoxy-3,5-dimethyl-phenyl)-7-propoxy-oxazolo[5,4-d]pyrimidine). Solvent: ClCCl (dichloromethane). Run at time 30 minute. Product: ClC1=CC=C(CC=2N=C(C3=C(N2)OC(=N3)C3=CC(=C(C(=C3)C)O)C)OCCC)C=C1 (4-[5-(4-Chloro-benzyl)-7-propoxy-oxazolo[5,4-d]pyrimidin-2-yl]-2,6-dimethyl-phenol). Yield: 62.5%. Reaction SMILES: B(Br)(Br)Br.[Cl:5][C:6]1[CH:35]=[CH:34][C:9]([CH2:10][C:11]2[N:12]=[C:13]([O:30][CH2:31][CH2:32][CH3:33])[C:14]3[N:19]=[C:18]([C:20]4[CH:25]=[C:24]([CH3:26])[C:23]([O:27]C)=[C:22]([CH3:29])[CH:21]=4)[O:17][C:15]=3[N:16]=2)=[CH:8][CH:7]=1.C(=O)([O-])O.[Na+]>ClCCl>[Cl:5][C:6]1[CH:35]=[CH:34][C:9]([CH2:10][C:11]2[N:12]=[C:13]([O:30][CH2:31][CH2:32][CH3:33])[C:14]3[N:19]=[C:18]([C:20]4[CH:21]=[C:22]([CH3:29])[C:23]([OH:27])=[C:24]([CH3:26])[CH:25]=4)[O:17][C:15]=3[N:16]=2)=[CH:8][CH:7]=1 |f:2.3|. Reported procedure: 20 ml of a 1 M solution of boron tribromide in dichloromethane was added to 435 mg of 5-(4-chloro-benzyl)-2-(4-methoxy-3,5-dimethyl-phenyl)-7-propoxy-oxazolo[5,4-d]pyrimidine (example 168, prepared analogously to the preparation of the compound of example 5). The reaction mixture was stirred at room temperature for 30 min. Upon completion of the reaction the solution was cooled with ice and a saturated sodium hydrogencarbonate solution was added until the pH was adjusted to 7. Filtration of the ... Reactants: C(=O)(OCC)CCCCCCC(C1=CC=CO1)O (α-(6-Carbethoxyhexyl) furfuryl alcohol), C(=O)O (formic acid), C(=O)[O-].[Na+] (sodium formate), C1(O)=CC=C(O)C=C1 (hydroquinone). Run in O1CCOCC1.O (dioxane water). Product: C(=O)(OCC)CCCCCCC1C(C=CC1O)=O (2-(6-Carbethoxyhexyl)-3-hydroxycyclopent-4-en-1-one). RXN SMILES: [C:1]([CH2:6][CH2:7][CH2:8][CH2:9][CH2:10][CH2:11][CH:12](O)[C:13]1[O:17][CH:16]=[CH:15][CH:14]=1)([O:3][CH2:4][CH3:5])=[O:2].C(O)=[O:20].C([O-])=O.[Na+].C1(C=CC(O)=CC=1)O>O1CCOCC1.O>[C:1]([CH2:6][CH2:7][CH2:8][CH2:9][CH2:10][CH2:11][CH:12]1[CH:13]([OH:17])[CH:14]=[CH:15][C:16]1=[O:20])([O:3][CH2:4][CH3:5])=[O:2] |f:2.3,5.6|. Procedure details: A stirred mixture of 2.0g (7.87 mmol) of α-(6-carbethoxyhexyl)furfuryl alcohol (Example 4), 5.93 ml of 97% formic acid, 268 mg of sodium formate, 10 mg of hydroquinone, and 40 ml of 3:2 dioxane-water is stirred at reflux for 18 hr. The solution is cooled, saturated with salt, and extracted with ether. The extract is washed with brine, dried over magnesium sulfate, and concentrated to give an amber oil. Reactants: O (water), IC1=C(CBr)C=CC=C1 (2-iodobenzyl bromide), BrC1=C(C=C(C=C1)F)O (2-bromo-5-fluorophenol), C([O-])([O-])=O.[K+].[K+] (potassium carbonate). The product is BrC1=C(C=C(C=C1)F)OCC1=C(C=CC=C1)I (1-Bromo-4-fluoro-2-(2-iodo-benzyloxy)-benzene). The yield is 102.5%. RXN SMILES: [I:1][C:2]1[CH:9]=[CH:8][CH:7]=[CH:6][C:3]=1[CH2:4]Br.[Br:10][C:11]1[CH:16]=[CH:15][C:14]([F:17])=[CH:13][C:12]=1[OH:18].C(=O)([O-])[O-].[K+].[K+].O>CN(C)C=O>[Br:10][C:11]1[CH:16]=[CH:15][C:14]([F:17])=[CH:13][C:12]=1[O:18][CH2:4][C:3]1[CH:6]=[CH:7][CH:8]=[CH:9][C:2]=1[I:1] |f:2.3.4|. Procedure details: Stir a mixture of 2-iodobenzyl bromide (90 g, 0.29 mol), 2-bromo-5-fluorophenol (57.9 g, 0.29 mol), and potassium carbonate (63 g, 0.46 mol) in N,N-dimethylformamide (750 mL) at room temperature for 16 h. Add water (1 L), stir the resulting mixture for one hour, filter off solids, rinse with water and dry in a vacuum oven (20 mm Hg/60° C.) to obtain the title compound (121 g, >100%). 1H NMR (400 MHz, DMSO-d6) δ 5.11 (s, 2H), 6.81 (t, 1H), 7.13 (t, 1H), 7.19 (dd, 1H), 7.46 (t, 1H), 7.59 (d, 1H), ... Run in CN(C=O)C (N,N-dimethylformamide). Starting materials: C(#N)C1=NC=CC(=C1)C (2-Cyano 4-methylpyridine). The solvent is CO (MeOH), Cl (HCl). Yields the product CC1=CC(=NC=C1)CN (4-Methyl-2-aminomethylpyridine). RXN SMILES: [C:1]([C:3]1[CH:8]=[C:7]([CH3:9])[CH:6]=[CH:5][N:4]=1)#[N:2]>CO.Cl>[CH3:9][C:7]1[CH:6]=[CH:5][N:4]=[C:3]([CH2:1][NH2:2])[CH:8]=1. Procedure details: 2-Cyano 4-methylpyridine in MeOH (35 ml) and concentrated HCl (1 ml) was stirred under a H2 balloon for 14 hours. The reaction mixture was filtered and concentrated. The pH was adjusted to 12 by the addition of aq sodium hydroxide. The resulting reaction mixture was extracted with dichloromethane several times. Concentration of the solvent gave the crude title compound, which was used in the next step without further purification. The yield is 55.3%. Reactants: O (water), OO (H2O2), ketone, COC(CC1(C(CCCC1)=O)CC)=O (1-Ethyl-2-oxocyclohexaneacetic Acid Methyl Ester), C1(=CC=CC=C1)[Se]Cl (PhSeCl). Product: COC(CC1(C(C=CCC1)=O)CC)=O (1-Ethyl-2-oxocyclohex-3-eneacetic Acid Methyl Ester). Reported procedure: The ketone, 2-carbomethoxymethyl-2-ethylcyclohexanone (IX) (141 mmol, 28 g) was stirred in 1.25 l of ethyl acetate (dried over 3A molecular sieves) and treated with 169 mmol (32.5 g) of PhSeCl. The reaction was stirred under nitrogen for 4 hours then treated with 250 mL of water. The mixture was shaken vigorously in a separatory funnel and the organic phase was returned to the reaction flask. Tetrahydrofuran (550 mL) was then added followed by 35 mL of 30% H2O2 (aq.) added dropwise. The reaction... Reaction conditions: time 4 hour. Solvent: O1CCCC1 (Tetrahydrofuran), C(C)(=O)OCC (ethyl acetate), petroleum ether, C(C)(=O)OCC (ethyl acetate). Reaction SMILES: [CH3:1][O:2][C:3](=[O:14])[CH2:4][C:5]1([CH2:12][CH3:13])[CH2:10][CH2:9][CH2:8][CH2:7][C:6]1=[O:11].C1([Se]Cl)C=CC=CC=1.O.OO>C(OCC)(=O)C.O1CCCC1>[CH3:1][O:2][C:3](=[O:14])[CH2:4][C:5]1([CH2:12][CH3:13])[CH2:10][CH2:9][CH:8]=[CH:7][C:6]1=[O:11].